This data is from the Open Reaction Database (ORD), a public repository of structured organic reaction records. The task is: describe an organic reaction: reactants, conditions, products, and yield The product is BrC=1C=C(CN2CCOCC2)C=CC1F (4-(3-Bromo-4-fluorobenzyl)morpholine). The yield is 72.0%. The solvent is ClCCCl (1,2-dichloroethane). Reaction conditions: time 18 hour. Procedure details: A solution of 3-bromo-4-fluorobenzaldehyde (50.0 g) in 1,2-dichloroethane (500 mL) is cooled to 0° C. Acetic acid (14.1 mL) and morpholine (23.6 mL) are added slowly, maintaining the temperature below 4° C. Sodium triacetoxyborohydride (78.3 g) is added all at once, maintaining the temperature below 5° C. The mixture is allowed to warm to rt and stirred for 18 hrs. The reaction is quenched with 1 N NaOH (200 mL) and extracted with CH2Cl2 (500 mL). The organic layer is washed with 1 N NaOH (2×200... As a reaction SMILES: [Br:1][C:2]1[CH:3]=[C:4]([CH:7]=[CH:8][C:9]=1[F:10])[CH:5]=O.C(O)(=O)C.[NH:15]1[CH2:20][CH2:19][O:18][CH2:17][CH2:16]1.C(O[BH-](OC(=O)C)OC(=O)C)(=O)C.[Na+]>ClCCCl>[Br:1][C:2]1[CH:3]=[C:4]([CH:7]=[CH:8][C:9]=1[F:10])[CH2:5][N:15]1[CH2:20][CH2:19][O:18][CH2:17][CH2:16]1 |f:3.4|. Starting materials: C(C)(=O)O[BH-](OC(C)=O)OC(C)=O.[Na+] (Sodium triacetoxyborohydride), C(C)(=O)O (Acetic acid), N1CCOCC1 (morpholine), BrC=1C=C(C=O)C=CC1F (3-bromo-4-fluorobenzaldehyde). Reactants: C1(=CC=CC=C1)C=1N(C(OC1C1=CC=CC=C1)=O)CC(=O)O (4,5-diphenyl-2-oxo-4-oxazolin-3-ylacetic acid), S(=O)(Cl)Cl (thionyl chloride). Run in C(Cl)Cl (methylene chloride). Yields the product C1(=CC=CC=C1)C=1N(C(OC1C1=CC=CC=C1)=O)CC(=O)Cl (4,5-Diphenyl-2-oxo-4-oxazolin-3-ylacetic acid chloride). Reaction SMILES: [C:1]1([C:7]2[N:8]([CH2:19][C:20]([OH:22])=O)[C:9](=[O:18])[O:10][C:11]=2[C:12]2[CH:17]=[CH:16][CH:15]=[CH:14][CH:13]=2)[CH:6]=[CH:5][CH:4]=[CH:3][CH:2]=1.S(Cl)([Cl:25])=O>C(Cl)Cl>[C:1]1([C:7]2[N:8]([CH2:19][C:20]([Cl:25])=[O:22])[C:9](=[O:18])[O:10][C:11]=2[C:12]2[CH:17]=[CH:16][CH:15]=[CH:14][CH:13]=2)[CH:6]=[CH:5][CH:4]=[CH:3][CH:2]=1. Procedure: A mixture of 4,5-diphenyl-2-oxo-4-oxazolin-3-ylacetic acid (2.1 g, 7.1 mmol) [J. Org. Chem., 38, 3034 (1973)], thionyl chloride (5 ml) and methylene chloride (20 ml) is refluxed for 2.5 hours. After cooling to room temperature the solvent is removed in vacuo and resulting oil crystallizes on standing. The product is triturated with ether-hexane to give the title compound; 2.0 g mp 104°-112°. As a reaction SMILES: [CH2:1]([O:3][C:4](=[O:14])[C:5]1[C:10](Cl)=[CH:9][C:8](Cl)=[N:7][C:6]=1[CH3:13])C.[CH3:15][O-:16].[Na+].[CH3:18][OH:19]>>[CH3:1][O:3][C:4](=[O:14])[C:5]1[C:10]([O:16][CH3:15])=[CH:9][C:8]([O:19][CH3:18])=[N:7][C:6]=1[CH3:13] |f:1.2|. Product: COC(C1=C(N=C(C=C1OC)OC)C)=O (4,6-dimethoxy-2-methyl nicotinic acid methyl ester). Starting materials: C(C)OC(C1=C(N=C(C=C1Cl)Cl)C)=O (4,6-dichloro-2-methyl nicotinic acid ethyl ester), C[O-].[Na+] (sodium methoxide), CO (MeOH). Reported procedure: A mixture of malonic acid (20 g, 192 mmol), 2,4,6-trichlorophenol (72 g, 365 mmol), and phosphorus oxychloride (38 mL, 403.2 mmol) was stirred at reflux for 12 h. The reaction mixture was cooled to 70° C. and poured into ice water. The solid was collected by filtration, washed with water, and dried to give malonic acid bis-(2,4,6-trichloro-phenyl)ester (85 g, 95%). A solution of malonic acid bis-(2,4,6-trichloro-phenyl)ester (85 g, 184 mmol) and ethyl 3-aminocrotonate (26.08 g, 201.9 mmol) in br... Yield: 67.0%. The reactants are C(C)(=O)NNC(CCCCN1N=C(N=C1)NC(=NCC(F)(F)F)N)=N (N-Acetylamino-5-[3-(2-[2,2,2-trifluoroethyl]guanidino)-1,2,4-triazol-1-yl]valeramidine). The solvent is CC(=O)C (acetone). Yields the product CC1=NNC(=N1)CCCCN1N=C(N=C1)NC(=NCC(F)(F)F)N (3-methyl-5-(4-[3-(2-[2,2,2-trifluoroethyl]guanidino)-1,2,4-triazol-1-yl]butyl)-1,2,4-triazole). Reaction SMILES: [C:1]([NH:4][NH:5][C:6](=[NH:25])[CH2:7][CH2:8][CH2:9][CH2:10][N:11]1[CH:15]=[N:14][C:13]([NH:16][C:17]([NH2:24])=[N:18][CH2:19][C:20]([F:23])([F:22])[F:21])=[N:12]1)(=O)[CH3:2]>CC(C)=O>[CH3:2][C:1]1[N:25]=[C:6]([CH2:7][CH2:8][CH2:9][CH2:10][N:11]2[CH:15]=[N:14][C:13]([NH:16][C:17]([NH2:24])=[N:18][CH2:19][C:20]([F:23])([F:22])[F:21])=[N:12]2)[NH:5][N:4]=1. Reported procedure: N-Acetylamino-5-[3-(2-[2,2,2-trifluoroethyl]guanidino)-1,2,4-triazol-1-yl]valeramidine (0.55 g.) was heated at 170° for 12 minutes. The resulting glass was boiled with acetone and the solid obtained crystallised from acetonitrile to give 3-methyl-5-(4-[3-(2-[2,2,2-trifluoroethyl]guanidino)-1,2,4-triazol-1-yl]butyl)-1,2,4-triazole as a white solid (0.34 g., 65%), m.p. 175°-176°. Reactants: CCOC(C)OC1CCC(C)(OC(C)OCC)C(OC(C)=O)C=CC(C)C(C(C)=CC=CC(C)(CC2OC2C(C)C(CC)OC(C)OCC)OC(C)OCC)OC(=O)C1, O=C([O-])[O-], CO, CCOC(C)=O, [K+], [K+]. Product: CCOC(C)OC1CCC(C)(OC(C)OCC)C(O)C=CC(C)C(C(C)=CC=CC(C)(CC2OC2C(C)C(CC)OC(C)OCC)OC(C)OCC)OC(=O)C1. As a reaction SMILES: [C:1](=[O:2])([CH3:3])[O:4][CH:5]1[C:6]([CH3:53])([O:54][CH:55]([CH3:56])[O:57][CH2:58][CH3:59])[CH2:7][CH2:8][CH:9]([O:47][CH:48]([CH3:49])[O:50][CH2:51][CH3:52])[CH2:10][C:11](=[O:12])[O:13][CH:14]([C:19](=[CH:20][CH:21]=[CH:22][C:23]([CH2:24][CH:25]2[CH:26]([CH:27]([CH:28]([CH2:29][CH3:30])[O:31][CH:32]([CH3:33])[O:34][CH2:35][CH3:36])[CH3:37])[O:38]2)([CH3:39])[O:40][CH:41]([CH3:42])[O:43][CH2:44][CH3:45])[CH3:46])[CH:15]([CH3:18])[CH:16]=[CH:17]1.[C:60](=[O:61])([O-:62])[O-:63].[CH3:66][OH:67].[CH3:68][CH2:69][O:70][C:71](=[O:72])[CH3:73].[K+:64].[K+:65]>>[OH:4][CH:5]1[C:6]([CH3:53])([O:54][CH:55]([CH3:56])[O:57][CH2:58][CH3:59])[CH2:7][CH2:8][CH:9]([O:47][CH:48]([CH3:49])[O:50][CH2:51][CH3:52])[CH2:10][C:11](=[O:12])[O:13][CH:14]([C:19](=[CH:20][CH:21]=[CH:22][C:23]([CH2:24][CH:25]2[CH:26]([CH:27]([CH:28]([CH2:29][CH3:30])[O:31][CH:32]([CH3:33])[O:34][CH2:35][CH3:36])[CH3:37])[O:38]2)([CH3:39])[O:40][CH:41]([CH3:42])[O:43][CH2:44][CH3:45])[CH3:46])[CH:15]([CH3:18])[CH:16]=[CH:17]1. Reactants: CS(=O)(=O)O, N#CC1CC(F)CN1C(=O)COS(=O)(=O)c1ccccc1, [I-], [K+], CCOC(=O)C12CCC(N)(CC1)CC2. Reaction SMILES: [CH3:1][S:2]([OH:3])(=[O:4])=[O:5].[F:20][CH:21]1[CH2:22][CH:23]([C:39]#[N:40])[N:24]([C:26]([CH2:27][O:28][S:29]([c:30]2[cH:31][cH:32][cH:33][cH:34][cH:35]2)(=[O:36])=[O:37])=[O:38])[CH2:25]1.[I-:42].[K+:41].[NH2:6][C:7]12[CH2:8][CH2:9][C:10]([C:15](=[O:16])[O:17][CH2:18][CH3:19])([CH2:11][CH2:12]1)[CH2:13][CH2:14]2>>[NH:6]([C:7]12[CH2:8][CH2:9][C:10]([C:15](=[O:16])[O:17][CH2:18][CH3:19])([CH2:11][CH2:12]1)[CH2:13][CH2:14]2)[CH2:27][C:26]([N:24]1[CH:23]([C:39]#[N:40])[CH2:22][CH:21]([F:20])[CH2:25]1)=[O:38]. The product is CCOC(=O)C12CCC(NCC(=O)N3CC(F)CC3C#N)(CC1)CC2. Reactants: ON\C(\C1=CC=C(C=C1)C(F)(F)F)=N/[H] ((Z)—N-hydroxy-4-(trifluoromethyl)benzimidamide), O=C1N(CCC1(C1=CC=CC=C1)C1=CC=CC=C1)CCCC(=O)O (4-(2-oxo-3,3-diphenylpyrrolidin-1-yl)butanoic acid), Cl.C(C)N=C=NCCCN(C)C (N1-((ethylimino)methylene)-N3,N3-dimethylpropane-1,3-diamine hydrochloride). Run in ClC(C)Cl (dichloroethane). Conditions: temperature 85 celsius. The product is C1(=CC=CC=C1)C1(C(N(CC1)CCCC1=NC(=NO1)C1=CC=C(C=C1)C(F)(F)F)=O)C1=CC=CC=C1 (3,3-diphenyl-1-(3-{3-[4-(trifluoromethyl)phenyl]-1,2,4-oxadiazol-5-yl}propyl)pyrrolidin-2-one). Reaction SMILES: [OH:1][NH:2]/[C:3](=[N:14]\[H])/[C:4]1[CH:9]=[CH:8][C:7]([C:10]([F:13])([F:12])[F:11])=[CH:6][CH:5]=1.[O:16]=[C:17]1[C:21]([C:28]2[CH:33]=[CH:32][CH:31]=[CH:30][CH:29]=2)([C:22]2[CH:27]=[CH:26][CH:25]=[CH:24][CH:23]=2)[CH2:20][CH2:19][N:18]1[CH2:34][CH2:35][CH2:36][C:37](O)=O.Cl.C(N=C=NCCCN(C)C)C>ClC(Cl)C>[C:28]1([C:21]2([C:22]3[CH:23]=[CH:24][CH:25]=[CH:26][CH:27]=3)[CH2:20][CH2:19][N:18]([CH2:34][CH2:35][CH2:36][C:37]3[O:1][N:2]=[C:3]([C:4]4[CH:9]=[CH:8][C:7]([C:10]([F:13])([F:12])[F:11])=[CH:6][CH:5]=4)[N:14]=3)[C:17]2=[O:16])[CH:33]=[CH:32][CH:31]=[CH:30][CH:29]=1 |f:2.3|. Procedure: A suspension of (Z)—N-hydroxy-4-(trifluoromethyl)benzimidamide (0.233 g, 1.143 mmol), 4-(2-oxo-3,3-diphenylpyrrolidin-1-yl)butanoic acid (0.336 g, 1.039 mmol) and N1-((ethylimino)methylene)-N3,N3-dimethylpropane-1,3-diamine hydrochloride (0.299 g, 1.559 mmol) were stirred together in dichloroethane (5 mL) for 3 hours then heated to 85° C. for 18 hours. The reaction was cooled and concentrated. The reaction was loaded onto a GraceResolv™ 40 g silica gel column (Grace Davison Discovery Sciences) a... Reactants: CCO, Fc1ccc2cc(C3=CCNCC3)sc2c1, OCC(F)(F)F. Yields the product Fc1ccc2cc(C3CCNCC3)sc2c1. Reaction SMILES: [CH3:23][CH2:24][OH:25].[F:1][c:2]1[cH:3][cH:4][c:5]2[c:6]([s:7][c:8]([C:10]3=[CH:11][CH2:12][NH:13][CH2:14][CH2:15]3)[cH:9]2)[cH:16]1.[OH:17][CH2:18][C:19]([F:20])([F:21])[F:22]>>[F:1][c:2]1[cH:3][cH:4][c:5]2[c:6]([s:7][c:8]([CH:10]3[CH2:11][CH2:12][NH:13][CH2:14][CH2:15]3)[cH:9]2)[cH:16]1.